From a dataset of the Open Reaction Database (ORD), a public repository of structured organic reaction records. describe an organic reaction: reactants, conditions, products, and yield The reactants are CC(C)(C)CC(NC(=O)N1CCOCC1)C(=O)NC1(C#N)CCNCC1, CC(=O)O, O=C([O-])O, C1CCOC1, Cl, [Na+], O=C1CCCCC1. Yields the product CC(C)(C)CC(NC(=O)N1CCOCC1)C(=O)NC1(C#N)CCN(C2CCCCC2)CC1. RXN SMILES: [C:2](#[N:3])[C:4]1([NH:10][C:11](=[O:12])[CH:13]([CH2:14][C:15]([CH3:16])([CH3:17])[CH3:18])[NH:19][C:20](=[O:21])[N:22]2[CH2:23][CH2:24][O:25][CH2:26][CH2:27]2)[CH2:5][CH2:6][NH:7][CH2:8][CH2:9]1.[C:35]([OH:36])(=[O:37])[CH3:38].[C:44](=[O:45])([OH:46])[O-:47].[CH2:39]1[O:40][CH2:41][CH2:42][CH2:43]1.[ClH:1].[Na+:48].[O:28]=[C:29]1[CH2:30][CH2:31][CH2:32][CH2:33][CH2:34]1>>[C:2](#[N:3])[C:4]1([NH:10][C:11](=[O:12])[CH:13]([CH2:14][C:15]([CH3:16])([CH3:17])[CH3:18])[NH:19][C:20](=[O:21])[N:22]2[CH2:23][CH2:24][O:25][CH2:26][CH2:27]2)[CH2:5][CH2:6][N:7]([CH:29]2[CH2:30][CH2:31][CH2:32][CH2:33][CH2:34]2)[CH2:8][CH2:9]1. Starting materials: Cc1cc(C2CC2)cnc1N1CCN(C(=O)c2ccc(Br)cc2NS(C)(=O)=O)CC1, O=C1NCCO1. Yields the product Cc1cc(C2CC2)cnc1N1CCN(C(=O)c2ccc(N3CCOC3=O)cc2NS(C)(=O)=O)CC1. RXN SMILES: [Br:1][c:2]1[cH:3][cH:4][c:5]([C:13](=[O:14])[N:15]2[CH2:16][CH2:17][N:18]([c:21]3[n:22][cH:23][c:24]([CH:28]4[CH2:29][CH2:30]4)[cH:25][c:26]3[CH3:27])[CH2:19][CH2:20]2)[c:6]([NH:8][S:9](=[O:10])(=[O:11])[CH3:12])[cH:7]1.[O:31]1[C:32](=[O:36])[NH:33][CH2:34][CH2:35]1>>[c:2]1([N:33]2[C:32](=[O:36])[O:31][CH2:35][CH2:34]2)[cH:3][cH:4][c:5]([C:13](=[O:14])[N:15]2[CH2:16][CH2:17][N:18]([c:21]3[n:22][cH:23][c:24]([CH:28]4[CH2:29][CH2:30]4)[cH:25][c:26]3[CH3:27])[CH2:19][CH2:20]2)[c:6]([NH:8][S:9](=[O:10])(=[O:11])[CH3:12])[cH:7]1. Starting materials: C1CCOC1, CCO, O=[N+]([O-])c1ccc(-c2ccccn2)cc1, N#N, NN. The product is Nc1ccc(-c2ccccn2)cc1. Reaction SMILES: [CH2:16]1[O:17][CH2:18][CH2:19][CH2:20]1.[CH3:25][CH2:26][OH:27].[N+:1]([O-:2])(=[O:3])[c:4]1[cH:5][cH:6][c:7](-[c:10]2[n:11][cH:12][cH:13][cH:14][cH:15]2)[cH:8][cH:9]1.[N:21]#[N:22].[NH2:23][NH2:24]>>[NH2:1][c:4]1[cH:5][cH:6][c:7](-[c:10]2[n:11][cH:12][cH:13][cH:14][cH:15]2)[cH:8][cH:9]1. Starting materials: ClC1=C(C(=CC=C1)Cl)C1=NN(C(N1)=O)C1=CC(=C(C(=O)OC)C=C1)OC (methyl 4-(3-(2,6-dichlorophenyl)-5-oxo-4,5-dihydro-1H-1,2,4-triazol-1-yl)-2-methoxybenzoate), FC1=C(C=C(N)C=C1)C(F)(F)F (4-fluoro-3-(trifluoromethyl)aniline), C[Al](C)C (trimethyl aluminium). The solvent is C1(=CC=CC=C1)C (toluene). The product is ClC1=C(C(=CC=C1)Cl)C1=NN(C(N1)=O)C1=CC(=C(C(=O)NC2=CC(=C(C=C2)F)C(F)(F)F)C=C1)OC (4-(3-(2,6-Dichlorophenyl)-5-oxo-4,5-dihydro-1H-1,2,4-triazol-1-yl)-N-(4-fluoro-3-(trifluoromethyl)phenyl)-2-methoxybenzamide). The yield is 36.9%. RXN SMILES: [Cl:1][C:2]1[CH:7]=[CH:6][CH:5]=[C:4]([Cl:8])[C:3]=1[C:9]1[NH:13][C:12](=[O:14])[N:11]([C:15]2[CH:24]=[CH:23][C:18]([C:19](OC)=[O:20])=[C:17]([O:25][CH3:26])[CH:16]=2)[N:10]=1.[F:27][C:28]1[CH:34]=[CH:33][C:31]([NH2:32])=[CH:30][C:29]=1[C:35]([F:38])([F:37])[F:36].C[Al](C)C>C1(C)C=CC=CC=1>[Cl:1][C:2]1[CH:7]=[CH:6][CH:5]=[C:4]([Cl:8])[C:3]=1[C:9]1[NH:13][C:12](=[O:14])[N:11]([C:15]2[CH:24]=[CH:23][C:18]([C:19]([NH:32][C:31]3[CH:33]=[CH:34][C:28]([F:27])=[C:29]([C:35]([F:38])([F:36])[F:37])[CH:30]=3)=[O:20])=[C:17]([O:25][CH3:26])[CH:16]=2)[N:10]=1. Reported procedure: The title compound was prepared by following the procedure as described for Example-31 by using methyl 4-(3-(2,6-dichlorophenyl)-5-oxo-4,5-dihydro-1H-1,2,4-triazol-1-yl)-2-methoxybenzoate (Intermediate-21, 0.100 g, 0.25 mmol), 4-fluoro-3-(trifluoromethyl)aniline (0.069 g, 0.38 mmol), trimethyl aluminium (2M solution in toluene) (0.5 mL) and dry toluene (5.0 mL) to afford 0.050 g of desired product. 1H NMR (DMSO-d6): δ 4.09 (s, 3H), 7.52 (t, J=9.6 Hz, 1H), 7.88-7.68 (m, 6H), 8.25 (s, 8.25 (d, J=6...